Dataset: the Open Reaction Database (ORD), a public repository of structured organic reaction records. Task: describe an organic reaction: reactants, conditions, products, and yield Starting materials: CC(=O)O[BH-](OC(C)=O)OC(C)=O, ClCCl, CS(=O)(=O)CCN, CC(=O)O, CN(C)C=O, COc1cc(Nc2c(C#N)cnc3cc(-c4ccc(C=O)cc4)ccc23)c(Cl)cc1Cl, Cl, [Na+]. Product: COc1cc(Nc2c(C#N)cnc3cc(-c4ccc(CNCCS(C)(=O)=O)cc4)ccc23)c(Cl)cc1Cl. RXN SMILES: [C:40]([O:41][BH-:42]([O:43][C:44](=[O:45])[CH3:46])[O:47][C:48](=[O:49])[CH3:50])(=[O:51])[CH3:52].[CH2:58]([Cl:59])[Cl:60].[CH3:2][S:3](=[O:4])(=[O:5])[CH2:6][CH2:7][NH2:8].[CH3:54][C:55](=[O:56])[OH:57].[CH3:61][N:62]([CH3:63])[CH:64]=[O:65].[Cl:9][c:10]1[c:11]([NH:12][c:13]2[c:14]([C:31]#[N:32])[cH:15][n:16][c:17]3[cH:18][c:19](-[c:23]4[cH:24][cH:25][c:26]([CH:29]=[O:30])[cH:27][cH:28]4)[cH:20][cH:21][c:22]23)[cH:33][c:34]([O:38][CH3:39])[c:35]([Cl:37])[cH:36]1.[ClH:1].[Na+:53]>>[CH3:2][S:3](=[O:4])(=[O:5])[CH2:6][CH2:7][NH:8][CH2:29][c:26]1[cH:25][cH:24][c:23](-[c:19]2[cH:18][c:17]3[n:16][cH:15][c:14]([C:31]#[N:32])[c:13]([NH:12][c:11]4[c:10]([Cl:9])[cH:36][c:35]([Cl:37])[c:34]([O:38][CH3:39])[cH:33]4)[c:22]3[cH:21][cH:20]2)[cH:28][cH:27]1.